Dataset: the Open Reaction Database (ORD), a public repository of structured organic reaction records. Task: describe an organic reaction: reactants, conditions, products, and yield Starting materials: COC1=CC=C(C=C1)CC(=O)O (2-(4-methoxyphenyl)acetic acid), C1(=CC=CC=C1)OC (anisole), [Al+3].[Cl-].[Cl-].[Cl-] (AlCl3). Run in ClCCl (dichloromethane), O (water), S(=O)(Cl)Cl (thionyl chloride), ClCCl (dichloromethane). Reaction conditions: time 3 hour. The product is COC1=CC=C(C=C1)C(CC1=CC=C(C=C1)OC)=O (1,2-bis(4-methoxyphenyl)ethanone). Isolated yield 84.2%. RXN SMILES: [CH3:1][O:2][C:3]1[CH:8]=[CH:7][C:6]([CH2:9][C:10]([OH:12])=O)=[CH:5][CH:4]=1.[C:13]1([O:19][CH3:20])[CH:18]=[CH:17][CH:16]=[CH:15][CH:14]=1.[Al+3].[Cl-].[Cl-].[Cl-]>S(Cl)(Cl)=O.ClCCl.O>[CH3:20][O:19][C:13]1[CH:18]=[CH:17][C:16]([C:10](=[O:12])[CH2:9][C:6]2[CH:5]=[CH:4][C:3]([O:2][CH3:1])=[CH:8][CH:7]=2)=[CH:15][CH:14]=1 |f:2.3.4.5|. Procedure details: A solution of 2-(4-methoxyphenyl)acetic acid (5.0 g, 30.12 mmol) in thionyl chloride (50 mL) was stirred for 3 hr at reflux and then concentrated in vacuo to give a residue, which was dissolved in dichloromethane (10 mL) and then added dropwise to a solution of anisole (6.51 g, 60.28 mmol) and AlCl3 (11.97 g, 90.00 mmol) in dichloromethane (120 mL). The resulting solution was stirred for 3 h at room temperature, then diluted with water (100 mL), extracted with dichloromethane (3×80 mL), dried ov...